This data is from the Open Reaction Database (ORD), a public repository of structured organic reaction records. The task is: describe an organic reaction: reactants, conditions, products, and yield Reactants: O=C([O-])[O-], N#Cc1cc(NC(=O)c2ccccc2F)ccc1NC(=O)C(F)(F)F, CO, [K+], [K+], O. Yields the product N#Cc1cc(NC(=O)c2ccccc2F)ccc1N. Reaction SMILES: [C:1](=[O:2])([O-:3])[O-:4].[C:7](#[N:8])[c:9]1[cH:10][c:11]([NH:22][C:23]([c:24]2[c:25]([F:30])[cH:26][cH:27][cH:28][cH:29]2)=[O:31])[cH:12][cH:13][c:14]1[NH:15][C:16](=[O:17])[C:18]([F:19])([F:20])[F:21].[CH3:32][OH:33].[K+:5].[K+:6].[OH2:34]>>[C:7](#[N:8])[c:9]1[cH:10][c:11]([NH:22][C:23]([c:24]2[c:25]([F:30])[cH:26][cH:27][cH:28][cH:29]2)=[O:31])[cH:12][cH:13][c:14]1[NH2:15]. The reactants are CC1(OC2=C(C(=CC(=C2)C)O)C=2C1=CC=NC2)C (5,5-dimethyl-10-hydroxy-8-methyl-5H-[1]benzopyrano[3,4-d]pyridine), Cl.N1(CCCCC1)CCCC(=O)O (γ-piperidinobutyric acid hydrochloride), C1(CCCCC1)N=C=NC1CCCCC1 (dicyclohexyl carbodiimide). Yields the product Cl.CC1(OC2=C(C(=CC(=C2)C)OC(CCCN2CCCCC2)=O)C=2C1=CC=NC2)C (5,5-Dimethyl-8-methyl-10-[4-(piperidino)-butyryloxy]-5H-[1]benzopyrano[3,4-d]pyridine hydrochloride). As a reaction SMILES: [CH3:1][C:2]1([CH3:18])[C:13]2=[CH:14][CH:15]=[N:16][CH:17]=[C:12]2[C:5]2[C:6]([OH:11])=[CH:7][C:8]([CH3:10])=[CH:9][C:4]=2[O:3]1.[ClH:19].[N:20]1([CH2:26][CH2:27][CH2:28][C:29](O)=[O:30])[CH2:25][CH2:24][CH2:23][CH2:22][CH2:21]1.C1(N=C=NC2CCCCC2)CCCCC1>>[ClH:19].[CH3:1][C:2]1([CH3:18])[C:13]2=[CH:14][CH:15]=[N:16][CH:17]=[C:12]2[C:5]2[C:6]([O:11][C:29](=[O:30])[CH2:28][CH2:27][CH2:26][N:20]3[CH2:25][CH2:24][CH2:23][CH2:22][CH2:21]3)=[CH:7][C:8]([CH3:10])=[CH:9][C:4]=2[O:3]1 |f:1.2,4.5|. Procedure details: 5,5-Dimethyl-8-methyl-10-[4-(piperidino)-butyryloxy]-5H-[1]benzopyrano[3,4-d]pyridine hydrochloride is prepared according to the method of Example 29 by reacting equimolar quantities of 5,5-dimethyl-10-hydroxy-8-methyl-5H-[1]benzopyrano[3,4-d]pyridine and γ-piperidinobutyric acid hydrochloride in the presence of dicyclohexyl carbodiimide. Reactants: C(C1=CC=CC=C1)N1C(N(C(C=2N(C(=NC12)Cl)CC1=CC=C(C=C1)Cl)=O)C)=O (3-benzyl-8-chloro-7-(4-chlorobenzyl)-1-methyl-1H-purine-2,6(3H,7H)-dione), FC(C=1C=C(C=CC1)O)(F)F (3-(trifluoromethyl)phenol), C([O-])([O-])=O.[K+].[K+] (potassium carbonate). The solvent is C(C)(=O)OCC (ethyl acetate), O (water), CN(C)C=O (DMF). Reaction conditions: temperature 100 celsius, time 2 hour. Product: C(C1=CC=CC=C1)N1C(N(C(C=2N(C(=NC12)OC1=CC(=CC=C1)C(F)(F)F)CC1=CC=C(C=C1)Cl)=O)C)=O (3-benzyl-7-(4-chlorobenzyl)-1-methyl-8-(3-(trifluoromethyl)phenoxy)-1H-purine-2,6(3H,7H)-dione). The yield is 39.5%. Reaction SMILES: [CH2:1]([N:8]1[C:16]2[N:15]=[C:14](Cl)[N:13]([CH2:18][C:19]3[CH:24]=[CH:23][C:22]([Cl:25])=[CH:21][CH:20]=3)[C:12]=2[C:11](=[O:26])[N:10]([CH3:27])[C:9]1=[O:28])[C:2]1[CH:7]=[CH:6][CH:5]=[CH:4][CH:3]=1.[F:29][C:30]([F:39])([F:38])[C:31]1[CH:32]=[C:33]([OH:37])[CH:34]=[CH:35][CH:36]=1.C(=O)([O-])[O-].[K+].[K+]>CN(C=O)C.C(OCC)(=O)C.O>[CH2:1]([N:8]1[C:16]2[N:15]=[C:14]([O:37][C:33]3[CH:34]=[CH:35][CH:36]=[C:31]([C:30]([F:38])([F:39])[F:29])[CH:32]=3)[N:13]([CH2:18][C:19]3[CH:20]=[CH:21][C:22]([Cl:25])=[CH:23][CH:24]=3)[C:12]=2[C:11](=[O:26])[N:10]([CH3:27])[C:9]1=[O:28])[C:2]1[CH:7]=[CH:6][CH:5]=[CH:4][CH:3]=1 |f:2.3.4|. Procedure: To a solution of 3-benzyl-8-chloro-7-(4-chlorobenzyl)-1-methyl-1H-purine-2,6(3H,7H)-dione (60 mg, 0.145 mmol) in DMF (3 mL) was added 3-(trifluoromethyl)phenol (35 mg, 0.215 mmol) followed by potassium carbonate (40 mg, 0.29 mmol). The mixture was stirred at 100° C. for 2 h. The mixture was diluted with ethyl acetate and water, and the phases were separated. The organic phase was washed with brine, dried over sodium sulfate, filtered and concentrated. The give crude product was purified by prepa... The reactants are COc1ccc(C2=NN(C3CCNCC3)C(=O)C2(C)C)cc1OC, COc1ccccc1C(=O)O. The product is COc1ccc(C2=NN(C3CCN(C(=O)c4ccccc4OC)CC3)C(=O)C2(C)C)cc1OC. Reaction SMILES: [CH3:1][O:2][c:3]1[cH:4][c:5]([C:11]2=[N:15][N:14]([CH:16]3[CH2:17][CH2:18][NH:19][CH2:20][CH2:21]3)[C:13](=[O:22])[C:12]2([CH3:23])[CH3:24])[cH:6][cH:7][c:8]1[O:9][CH3:10].[CH3:25][O:26][c:27]1[cH:28][cH:29][cH:30][cH:31][c:32]1[C:33]([OH:34])=[O:35]>>[CH3:1][O:2][c:3]1[cH:4][c:5]([C:11]2=[N:15][N:14]([CH:16]3[CH2:17][CH2:18][N:19]([C:33]([c:32]4[c:27]([O:26][CH3:25])[cH:28][cH:29][cH:30][cH:31]4)=[O:34])[CH2:20][CH2:21]3)[C:13](=[O:22])[C:12]2([CH3:23])[CH3:24])[cH:6][cH:7][c:8]1[O:9][CH3:10]. Starting materials: CN1CCCN(C)C1=O, CN1CCCN(C)C1=O, CC(C)[N-]C(C)C, O=C(O)Cc1ccc(F)c(C(F)(F)F)c1, ICC1CCCC1, [Li+], C1CCOC1. Yields the product O=C(O)C(CC1CCCC1)c1ccc(F)c(C(F)(F)F)c1. Reaction SMILES: [CH3:31][N:32]1[CH2:33][CH2:34][CH2:35][N:36]([CH3:37])[C:38]1=[O:39].[CH3:45][N:46]1[CH2:47][CH2:48][CH2:49][N:50]([CH3:51])[C:52]1=[O:53].[CH:1]([N-:2][CH:3]([CH3:4])[CH3:5])([CH3:6])[CH3:7].[F:9][c:10]1[c:11]([C:20]([F:21])([F:22])[F:23])[cH:12][c:13]([CH2:16][C:17](=[O:18])[OH:19])[cH:14][cH:15]1.[I:24][CH2:25][CH:26]1[CH2:27][CH2:28][CH2:29][CH2:30]1.[Li+:8].[O:40]1[CH2:41][CH2:42][CH2:43][CH2:44]1>>[F:9][c:10]1[c:11]([C:20]([F:21])([F:22])[F:23])[cH:12][c:13]([CH:16]([C:17](=[O:18])[OH:19])[CH2:25][CH:26]2[CH2:27][CH2:28][CH2:29][CH2:30]2)[cH:14][cH:15]1. The reactants are CN(C(=O)Cl)C1=CC=CC=C1 (N-Methyl-N-phenylcarbamoyl chloride), CCN(C(C)C)C(C)C (DIEA), CN(C(=O)Cl)C1=CC=CC=C1 (N-methyl-N-phenylcarbamoyl chloride), CN(C(OC(C)(C)C)=O)[C@H](C(=O)N[C@@H](C(C)C)C(=O)N1[C@@H](CNCC1)C(=O)N[C@@H]1CCCC2=CC=CC=C12)C (tert-Butyl methyl[(1S)-1-methyl-2-({(1S)-2-methyl-1-[((2S)-2-{[(1R)-1,2,3,4-tetrahydro-1-naphthalenylamino]carbonyl}piperazinyl)carbonyl]propyl}amino)-2-oxoethyl]carbamate), CCN(C(C)C)C(C)C (DIEA). The solvent is C(Cl)Cl (CH2Cl2), C(Cl)Cl (CH2Cl2). Run at temperature 0 celsius, time 15 hour. The product is C(C)(C)(C)OC(N([C@H](C(=O)N[C@@H](C(C)C)C(=O)N1[C@@H](CN(CC1)C(=O)N(C1=CC=CC=C1)C)C(=O)N[C@@H]1CCCC2=CC=CC=C12)C)C)=O (tert-Butylmethyl[(1S)-1-methyl-2-({(1S)-2-methyl-1-[((2S)-4-[(methylanilino)carbonyl]-2-{[(1R)-1,2,3,4-tetrahydro-1-naphthalenylamino]carbonyl}piperazinyl)carbonyl]propyl}amino)-2-oxoethyl]carbamate), foam. The yield is 77.0%. Reaction SMILES: [CH3:1][N:2]([C@@H:10]([CH3:39])[C:11]([NH:13][C@H:14]([C:18]([N:20]1[CH2:25][CH2:24][NH:23][CH2:22][C@H:21]1[C:26]([NH:28][C@H:29]1[C:38]2[C:33](=[CH:34][CH:35]=[CH:36][CH:37]=2)[CH2:32][CH2:31][CH2:30]1)=[O:27])=[O:19])[CH:15]([CH3:17])[CH3:16])=[O:12])[C:3](=[O:9])[O:4][C:5]([CH3:8])([CH3:7])[CH3:6].CCN(C(C)C)C(C)C.[CH3:49][N:50]([C:54]1[CH:59]=[CH:58][CH:57]=[CH:56][CH:55]=1)[C:51](Cl)=[O:52]>C(Cl)Cl>[C:5]([O:4][C:3](=[O:9])[N:2]([CH3:1])[C@@H:10]([CH3:39])[C:11]([NH:13][C@H:14]([C:18]([N:20]1[CH2:25][CH2:24][N:23]([C:51]([N:50]([CH3:49])[C:54]2[CH:59]=[CH:58][CH:57]=[CH:56][CH:55]=2)=[O:52])[CH2:22][C@H:21]1[C:26]([NH:28][C@H:29]1[C:38]2[C:33](=[CH:34][CH:35]=[CH:36][CH:37]=2)[CH2:32][CH2:31][CH2:30]1)=[O:27])=[O:19])[CH:15]([CH3:17])[CH3:16])=[O:12])([CH3:7])([CH3:8])[CH3:6]. Procedure details: Intermediate 7 (175 mg, 0.322 mmol) is dissolved in anhydrous CH2Cl2 (15 mL), to which DIEA (70 μL, 0.40 mmol) is added. The solution is cooled to 0° C. and N-methyl-N-phenylcarbamoyl chloride (66 mg, 0.39 mmol) is added, the solution is subsequently warmed to room temperature for 4 h. N-Methyl-N-phenylcarbamoyl chloride (66 mg, 0.39 mmol) and DIEA (70 μL, 0.40 mmol) are added and the solution is stirred at room temperature for 15 h at room temperature. The solution is diluted with CH2Cl2 (50 mL... Reactants: CC1(OCC(CO1)(C(=O)OC)C1=NC=C(C=C1)C)C (methyl 2,2-dimethyl-5-(5-methylpyridin-2-yl)-1,3-dioxane-5-carboxylate), C1CCOC1 (THF), [OH-].[Na+] (sodium hydroxide). Run in CO (methanol). Conditions: temperature 50 celsius, time 20 hour. Yields the product CC1(OCC(CO1)(C(=O)[O-])C1=NC=C(C=C1)C)C.[Na+] (sodium 2,2-dimethyl-5-(5-methylpyridin-2-yl)-1,3-dioxane-5-carboxylate). RXN SMILES: [CH3:1][C:2]1([CH3:19])[O:7][CH2:6][C:5]([C:12]2[CH:17]=[CH:16][C:15]([CH3:18])=[CH:14][N:13]=2)([C:8]([O:10]C)=[O:9])[CH2:4][O:3]1.C1COCC1.[OH-].[Na+:26]>CO>[CH3:1][C:2]1([CH3:19])[O:7][CH2:6][C:5]([C:12]2[CH:17]=[CH:16][C:15]([CH3:18])=[CH:14][N:13]=2)([C:8]([O-:10])=[O:9])[CH2:4][O:3]1.[Na+:26] |f:2.3,5.6|. Procedure details: To a mixture of 1.17 g of methyl 2,2-dimethyl-5-(5-methylpyridin-2-yl)-1,3-dioxane-5-carboxylate, 14 ml of THF, and 14 ml of methanol was added 4.7 ml of a 1 M aqueous sodium hydroxide solution, followed by stirring at 50° C. for 20 hours. The reaction mixture was left to be cooled to room temperature and the solvent was then evaporated under reduced pressure to obtain 1.19 g of sodium 2,2-dimethyl-5-(5-methylpyridin-2-yl)-1,3-dioxane-5-carboxylate. Starting materials: C(=O)(C(F)(F)F)O (TFA), CON1C(=NC2=C1C=CC=C2)NC2[C@@H]1N(C(=C(CS1)C)C(=O)OC(C)(C)C)C2=O (t-butyl 7-(1-methoxybenzimidazol-2-yl)amino-3-methylceph-3-em-4-carboxylate). Yields the product CON1C(=NC2=C1C=CC=C2)NC2[C@@H]1N(C(=C(CS1)C)C(=O)O)C2=O (7-(1-methoxybenzimidazol-2-yl)amino-3-methylceph-3-em-4-carboxylic acid), hydrated trifluoroacetate. Isolated yield 69.0%. RXN SMILES: C(O)(C(F)(F)F)=O.[CH3:8][O:9][N:10]1[C:14]2[CH:15]=[CH:16][CH:17]=[CH:18][C:13]=2[N:12]=[C:11]1[NH:19][CH:20]1[C:35](=[O:36])[N:22]2[C:23]([C:28]([O:30]C(C)(C)C)=[O:29])=[C:24]([CH3:27])[CH2:25][S:26][C@H:21]12>>[CH3:8][O:9][N:10]1[C:14]2[CH:15]=[CH:16][CH:17]=[CH:18][C:13]=2[N:12]=[C:11]1[NH:19][CH:20]1[C:35](=[O:36])[N:22]2[C:23]([C:28]([OH:30])=[O:29])=[C:24]([CH3:27])[CH2:25][S:26][C@H:21]12. Reported procedure: The process described in Example 7, but using only TFA at 0°, was repeated using t-butyl 7-(1-methoxybenzimidazol-2-yl)amino-3-methylceph-3-em-4-carboxylate as starting material to give 7-(1-methoxybenzimidazol-2-yl)amino-3-methylceph-3-em-4-carboxylic acid as the hydrated trifluoroacetate salt (69%) having the following n.m.r. in d6DMSO:2.10 (s, 3H); 3.40 (d, 1H); 3.60 (d, 1H); 3.72 (s, 3H); 5.23 (d, 1H); 5.67 (d, 1H); 7.18-7.58 (m, 4H).